From a dataset of the Open Reaction Database (ORD), a public repository of structured organic reaction records. describe an organic reaction: reactants, conditions, products, and yield Reactants: FC1=C2C(C(=CNC2=C(C(=C1F)F)F)C(=O)OCC)=O (5,6,7,8-tetrafluoro-1,4-dihydro-4-oxo-3-quinolinecarboxylic acid, ethyl ester), C([O-])([O-])=O.[K+].[K+] (potassium carbonate), C(C)I (ethyl iodide). Run in CN(C=O)C (N,N-dimethylformamide). Reaction conditions: time 8 hour. Yields the product C(C)N1C=C(C(C2=C(C(=C(C(=C12)F)F)F)F)=O)C(=O)OCC (1-Ethyl-5,6,7,8-tetrafluoro-1,4-dihydro-4-oxo-3-quinolinecarboxylic acid, ethyl ester). As a reaction SMILES: [F:1][C:2]1[C:11]([F:12])=[C:10]([F:13])[C:9]([F:14])=[C:8]2[C:3]=1[C:4](=[O:20])[C:5]([C:15]([O:17][CH2:18][CH3:19])=[O:16])=[CH:6][NH:7]2.C(=O)([O-])[O-].[K+].[K+].[CH2:27](I)[CH3:28]>CN(C)C=O>[CH2:27]([N:7]1[C:8]2[C:3](=[C:2]([F:1])[C:11]([F:12])=[C:10]([F:13])[C:9]=2[F:14])[C:4](=[O:20])[C:5]([C:15]([O:17][CH2:18][CH3:19])=[O:16])=[CH:6]1)[CH3:28] |f:1.2.3|. Reported procedure: To 38.5 g (134 mmol) of 5,6,7,8-tetrafluoro-1,4-dihydro-4-oxo-3-quinolinecarboxylic acid, ethyl ester in 700 ml of N,N-dimethylformamide was added 37.15 g (two equivalents) of potassium carbonate and 50 ml (five equivalents) of ethyl iodide. The mixture was brought to 50° C. and stirred vigorously overnight. The solvents were removed and the residue partioned between water and dichloromethane. The dichloromethane was dried (magnesium sulfate) and concentrated. The residue was triturated with die... The reactants are [C@H]12[C@@H](O)[C@H](O)[C@H](O)[C@H](O1)CO2 (1,6-anhydro-β-D-altropyranose), S(O)(O)(=O)=O (sulfuric acid), resultant solution. The product is O=C[C@@H](O)[C@H](O)[C@H](O)[C@H](O)CO (D-altrose). Reaction SMILES: [C@@H:1]12[O:11][CH2:10][C@@H:8]([O:9]1)[C@@H:6]([OH:7])[C@@H:4]([OH:5])[C@@H:2]2[OH:3].S(=O)(=O)(O)[OH:13]>>[O:13]=[CH:10][C@H:8]([C@@H:6]([C@@H:4]([C@@H:2]([CH2:1][OH:11])[OH:3])[OH:5])[OH:7])[OH:9]. Procedure details: 0.16 g (1.00 mmol) of the compound (3) was dissolved in 5 ml of 1N sulfuric acid, and the resultant solution was kept stirred for 5 hours at 100° C. The reaction mixture was passed through an anion exchange resin (hydroxyl ion type amberlight IRA-410) for neutralizing purposes, followed by removing the solvent by means of distillation under reduced pressure. Formation of the desired compound of the present invention, i.e., D-altrose (compound 4), was confirmed by thin layer chromatography. It wa... The reactants are FC(OC1=CC2=C(NC3=C1C=CC=C3)C=CC=C2)(F)F (10-Trifluoromethoxy-5H-dibenz[b,f]azepine), [H-].[Na+] (NaH), CN(CCCCl)C (3-dimethylaminopropyl chloride). The solvent is COC (dimethyl ether). The product is CN(CCCN1C2=C(C=C(C3=C1C=CC=C3)OC(F)(F)F)C=CC=C2)C (5-(3-Dimethylaminopropyl)-10-trifluoromethoxy-5H-dibenz[b,f]azepine). Reaction SMILES: [F:1][C:2]([F:20])([F:19])[O:3][C:4]1[C:10]2[CH:11]=[CH:12][CH:13]=[CH:14][C:9]=2[NH:8][C:7]2[CH:15]=[CH:16][CH:17]=[CH:18][C:6]=2[CH:5]=1.[H-].[Na+].[CH3:23][N:24]([CH3:29])[CH2:25][CH2:26][CH2:27]Cl>COC>[CH3:23][N:24]([CH3:29])[CH2:25][CH2:26][CH2:27][N:8]1[C:9]2[CH:14]=[CH:13][CH:12]=[CH:11][C:10]=2[C:4]([O:3][C:2]([F:1])([F:19])[F:20])=[CH:5][C:6]2[CH:18]=[CH:17][CH:16]=[CH:15][C:7]1=2 |f:1.2|. Reported procedure: 10-Trifluoromethoxy-5H-dibenz[b,f]azepine (650 mg) was refluxed with NaH (600 mg, 57% suspension) in a solution of 3-dimethylaminopropyl chloride (ca. 2.0 g) in dimethyl ether (70 ml) overnight. The excess of NaH was destroyed with MeOH (10 ml) and the solvent removed under vacuum. The remaining gum was dissolved in ether (50 ml), washed with water (2×20 ml) and extracted into 2 N H2SO4 (2×20 ml). The extracts were combined, neutralized with NaHCO3 and extracted with ether (3×20 mls). The ether ... Reactants: N#CNC12CC3CC(CC(C3)C1)C2, NC1CCCCC1, Cl. Yields the product N=C(NC1CCCCC1)NC12CC3CC(CC(C3)C1)C2, Cl. Reaction SMILES: [C:1]12([NH:11][C:12]#[N:13])[CH2:2][CH:3]3[CH2:4][CH:5]([CH2:6][CH:7]([CH2:8]1)[CH2:9]3)[CH2:10]2.[CH:15]1([NH2:21])[CH2:16][CH2:17][CH2:18][CH2:19][CH2:20]1.[ClH:14]>>[C:1]12([NH:11][C:12](=[NH:13])[NH:21][CH:15]3[CH2:16][CH2:17][CH2:18][CH2:19][CH2:20]3)[CH2:2][CH:3]3[CH2:4][CH:5]([CH2:6][CH:7]([CH2:8]1)[CH2:9]3)[CH2:10]2.[ClH:14]. The reactants are C, Cc1cc(C(O)(C(F)(F)F)C(F)(F)F)cc(C)c1NC(=O)c1cccc([N+](=O)[O-])c1, CO, [H][H], [Pd]. The product is Cc1cc(C(O)(C(F)(F)F)C(F)(F)F)cc(C)c1NC(=O)c1cccc(N)c1. Reaction SMILES: [C:33].[CH3:1][c:2]1[c:3]([NH:19][C:20]([c:21]2[cH:22][c:23]([N+:27]([O-:28])=[O:29])[cH:24][cH:25][cH:26]2)=[O:30])[c:4]([CH3:18])[cH:5][c:6]([C:8]([C:9]([F:10])([F:11])[F:12])([C:13]([F:14])([F:15])[F:16])[OH:17])[cH:7]1.[CH3:35][OH:36].[H:31][H:32].[Pd:34]>>[CH3:1][c:2]1[c:3]([NH:19][C:20]([c:21]2[cH:22][c:23]([NH2:27])[cH:24][cH:25][cH:26]2)=[O:30])[c:4]([CH3:18])[cH:5][c:6]([C:8]([C:9]([F:10])([F:11])[F:12])([C:13]([F:14])([F:15])[F:16])[OH:17])[cH:7]1. The reactants are CC=1C=C2C(C=CC(C2=CC1C)=O)=O (6,7-dimethyl-1,4-naphthoquinone), NC1=CC=CC=C1 (aniline). The solvent is C(C)O (ethanol). Conditions: time 8 hour. Product: N(C1=CC=CC=C1)C=1C(C2=CC(=C(C=C2C(C1)=O)C)C)=O (2-Anilino-6,7-dimethyl-1,4-naphthoquinone). Isolated yield 34.0%. As a reaction SMILES: [CH3:1][C:2]1[CH:3]=[C:4]2[C:9](=[CH:10][C:11]=1[CH3:12])[C:8](=[O:13])[CH:7]=[CH:6][C:5]2=[O:14].[NH2:15][C:16]1[CH:21]=[CH:20][CH:19]=[CH:18][CH:17]=1>C(O)C>[NH:15]([C:7]1[C:8](=[O:13])[C:9]2[C:4]([C:5](=[O:14])[CH:6]=1)=[CH:3][C:2]([CH3:1])=[C:11]([CH3:12])[CH:10]=2)[C:16]1[CH:21]=[CH:20][CH:19]=[CH:18][CH:17]=1. Reported procedure: To a warm solution of 6,7-dimethyl-1,4-naphthoquinone (1.08g; 0.058 mole) in ethanol (20ml) was added aniline (0.5ml) and the red solution refluxed for 1 hr. on a steam bath. After standing overnight the red crystalline anilino derivative was filtered off and recrystallised from acetic acid; water to give 0.54g (34%) of material of m.p. 208°-210° C. (Found C, 78.02; H, 5,47; N, 4.88; C18H15NO2 requires; C, 77.96; H, 5.45; N, 5.05%). Starting materials: O=C1CCC(=O)N1Br, BrCc1ccc2nccnc2c1, Cc1cccc2nccnc12, CC(=O)O, ClCCCl. Product: BrCc1cccc2nccnc12. RXN SMILES: [Br:28][N:29]1[C:30](=[O:31])[CH2:32][CH2:33][C:34]1=[O:35].[Br:5][CH2:6][c:7]1[cH:8][c:9]2[c:10]([cH:11][cH:12]1)[n:13][cH:14][cH:15][n:16]2.[CH3:17][c:18]1[c:19]2[n:20][cH:21][cH:22][n:23][c:24]2[cH:25][cH:26][cH:27]1.[CH3:36][C:37](=[O:38])[OH:39].[Cl:1][CH2:2][CH2:3][Cl:4]>>[Br:5][CH2:17][c:18]1[c:19]2[n:20][cH:21][cH:22][n:23][c:24]2[cH:25][cH:26][cH:27]1. The reactants are NC=1OC(C(N1)=O)C(C)C (2-amino-5-isopropyl-1,3-oxazol-4(5H)-one), ClC1=CC=C(CN)C=C1 (4-Chlorobenzylamine). Product: ClC1=CC=C(CNC=2OC(C(N2)=O)C(C)C)C=C1 (2-[(4-chlorobenzyl)amino]-5-isopropyl-1,3-oxazol-4(5H)-one). Reaction SMILES: [NH2:1][C:2]1[O:3][CH:4]([CH:8]([CH3:10])[CH3:9])[C:5](=[O:7])[N:6]=1.[Cl:11][C:12]1[CH:19]=[CH:18][C:15]([CH2:16]N)=[CH:14][CH:13]=1>>[Cl:11][C:12]1[CH:19]=[CH:18][C:15]([CH2:16][NH:1][C:2]2[O:3][CH:4]([CH:8]([CH3:10])[CH3:9])[C:5](=[O:7])[N:6]=2)=[CH:14][CH:13]=1. Reported procedure: Synthesis was performed from 2-amino-5-isopropyl-1,3-oxazol-4(5H)-one and 4-Chlorobenzylamine according to Method G+H. Starting materials: C1(CCCCC1)N=C=NC1CCCCC1 (N,N′-Dicyclohexylcarbodiimide), O (Water), Cl.NC(CC1=CC=C(OC2=CC=C(C=C3C(NC(S3)=O)=O)C=C2)C=C1)C(=O)OC (5[4-(4-(2-amino-2-methoxycarbonylethyl)phenoxy)benzylidene]thiazolidin-2,4-dione hydrochloride), C(=O)(OC(C)(C)C)N1C(CCC1)C(=O)O (N-Boc-pyrolidin-2-carboxylic acid). Solvent: CN(C=O)C (dimethyl formamide), C(C)(=O)OCC (Ethyl acetate). Run at time 10 hour. The product is C(C)(C)(C)OC(=O)N1C(CCC1)C(NC(CC1=CC=C(C=C1)OC1=CC=C(C=C1)C=C1C(NC(S1)=O)=O)C(=O)OC)=O (2-(2-{4-[4-(2,4-dioxothiazolidin-5-ylidenemethyl)-phenoxy]-phenyl}-1-methoxycarbonylethylcarbamoyl)-pyrrolidine-1-carboxylic acid tert-butyl ester). Yield: 32.1%. RXN SMILES: Cl.[NH2:2][CH:3]([C:26]([O:28][CH3:29])=[O:27])[CH2:4][C:5]1[CH:25]=[CH:24][C:8]([O:9][C:10]2[CH:23]=[CH:22][C:13]([CH:14]=[C:15]3[S:19][C:18](=[O:20])[NH:17][C:16]3=[O:21])=[CH:12][CH:11]=2)=[CH:7][CH:6]=1.[C:30]([N:37]1[CH2:41][CH2:40][CH2:39][CH:38]1[C:42](O)=[O:43])([O:32][C:33]([CH3:36])([CH3:35])[CH3:34])=[O:31].C1(N=C=NC2CCCCC2)CCCCC1.O>CN(C)C=O.C(OCC)(=O)C>[C:33]([O:32][C:30]([N:37]1[CH2:41][CH2:40][CH2:39][CH:38]1[C:42](=[O:43])[NH:2][CH:3]([C:26]([O:28][CH3:29])=[O:27])[CH2:4][C:5]1[CH:25]=[CH:24][C:8]([O:9][C:10]2[CH:23]=[CH:22][C:13]([CH:14]=[C:15]3[S:19][C:18](=[O:20])[NH:17][C:16]3=[O:21])=[CH:12][CH:11]=2)=[CH:7][CH:6]=1)=[O:31])([CH3:36])([CH3:35])[CH3:34] |f:0.1|. Procedure: A solution of 5[4-(4-(2-amino-2-methoxycarbonylethyl)phenoxy)benzylidene]thiazolidin-2,4-dione hydrochloride (2.5 g, 5.76 mmol) and N-Boc-pyrolidin-2-carboxylic acid (1.238 g, 5.76 mmol) in dimethyl formamide (25 ml) was stirred for 60 minutes at 0° C. N,N′-Dicyclohexylcarbodiimide (1.423 g, 6.91 mmol) was added to it and stirring was continued for 10 h at ambient temperature. Water (200 ml) was added to the reaction mixture and stirred for 15 minutes. Ethyl acetate (200 ml) was added to the rea...